Task: describe an organic reaction: reactants, conditions, products, and yield. Dataset: the Open Reaction Database (ORD), a public repository of structured organic reaction records The reactants are COc1cnccc1Br, COc1cnccc1C1CCC(=O)CC1, CC1(C)OB(C2=CCC3(CC2)OCCO3)OC1(C)C, O=C(CNc1ncnc2ccc(C(F)(F)F)cc12)NC1CNC1. The product is COc1cnccc1C1CCC(N2CC(NC(=O)CNc3ncnc4ccc(C(F)(F)F)cc34)C2)CC1. Reaction SMILES: [Br:16][c:17]1[cH:18][cH:19][n:20][cH:21][c:22]1[O:23][CH3:24].[CH3:1][O:2][c:3]1[cH:4][n:5][cH:6][cH:7][c:8]1[CH:9]1[CH2:10][CH2:11][C:12](=[O:15])[CH2:13][CH2:14]1.[CH3:25][C:26]1([CH3:27])[C:28]([CH3:29])([CH3:30])[O:31][B:32]([C:33]2=[CH:42][CH2:41][C:36]3([CH2:35][CH2:34]2)[O:37][CH2:38][CH2:39][O:40]3)[O:43]1.[NH:44]1[CH2:45][CH:46]([NH:48][C:49]([CH2:50][NH:51][c:52]2[n:53][cH:54][n:55][c:56]3[cH:57][cH:58][c:59]([C:62]([F:63])([F:64])[F:65])[cH:60][c:61]23)=[O:66])[CH2:47]1>>[CH3:1][O:2][c:3]1[cH:4][n:5][cH:6][cH:7][c:8]1[CH:9]1[CH2:10][CH2:11][CH:12]([N:44]2[CH2:45][CH:46]([NH:48][C:49]([CH2:50][NH:51][c:52]3[n:53][cH:54][n:55][c:56]4[cH:57][cH:58][c:59]([C:62]([F:63])([F:64])[F:65])[cH:60][c:61]34)=[O:66])[CH2:47]2)[CH2:13][CH2:14]1. Product: CNC(=O)c1cnn(-c2ccc(Cl)cc2C(F)(F)F)c1C#N. As a reaction SMILES: [C:1](#[N:2])[c:3]1[c:4]([C:19](=[O:20])[OH:21])[cH:5][n:6][n:7]1-[c:8]1[c:9]([C:15]([F:16])([F:17])[F:18])[cH:10][c:11]([Cl:14])[cH:12][cH:13]1.[CH3:22][NH2:23].[O:25]=[CH:26][N:27]([CH3:28])[CH3:29].[OH2:24]>>[C:1](#[N:2])[c:3]1[c:4]([C:19](=[O:21])[NH:23][CH3:22])[cH:5][n:6][n:7]1-[c:8]1[c:9]([C:15]([F:16])([F:17])[F:18])[cH:10][c:11]([Cl:14])[cH:12][cH:13]1. Starting materials: N#Cc1c(C(=O)O)cnn1-c1ccc(Cl)cc1C(F)(F)F, CN, CN(C)C=O, O.